describe an organic reaction: reactants, conditions, products, and yield From a dataset of the Open Reaction Database (ORD), a public repository of structured organic reaction records. Reactants: [Li]CCCC (nBuLi), C12(CC3CC(CC(C1)C3)C2)P (1-adamantyl phosphine), C(C)(C)(C)Cl (tert-butylchloride). Run in C1CCOC1 (THF). Reaction conditions: time 2 hour. Product: C12(CC3CC(CC(C1)C3)C2)PC(C)(C)C (1-adamantyl tert-butyl phosphine). As a reaction SMILES: [Li]CCCC.[C:6]12([PH2:16])[CH2:15][CH:10]3[CH2:11][CH:12]([CH2:14][CH:8]([CH2:9]3)[CH2:7]1)[CH2:13]2.[C:17](Cl)([CH3:20])([CH3:19])[CH3:18]>C1COCC1>[C:6]12([PH:16][C:17]([CH3:20])([CH3:19])[CH3:18])[CH2:13][CH:12]3[CH2:11][CH:10]([CH2:9][CH:8]([CH2:14]3)[CH2:7]1)[CH2:15]2. Procedure details: nBuLi (20 cm3, 32 mmol 1.6M soln) was added over 1 hour to a cooled solution of 1-adamantyl phosphine (5.0 g, 30 mmol) in THF (100 cm3). The solution was allowed to warm to room temperature and stirred for a further 2 hours. The solution was recooled to 0° C. and tert-butylchloride (2.78 g, 30 mmol) was added and stirring continued for a further 16 hours at room temperature. The reaction mixture was quenched with water and the aqueous phase extracted with dichloromethane (2×50 ml). The organic p... The reactants are C(C1=CC=CC=C1)=O (benzaldehyde), N1CCCC1 (pyrrolidine), ClC1=CC=C2CC(NC2=C1)=O (6-chlorooxindole), E- and Z-3-benzylidene-6-chloro-1,3-dihydro-indol-2-one. The solvent is CO (methanol). Product: C(/C1=CC=CC=C1)=C\1/C(NC2=CC(=CC=C12)Cl)=O (Z-3-benzylidene-6-chloro-1,3-dihydro-indol-2-one). Reaction SMILES: [Cl:1][C:2]1[CH:10]=[C:9]2[C:5]([CH2:6][C:7](=[O:11])[NH:8]2)=[CH:4][CH:3]=1.[CH:12](=O)[C:13]1[CH:18]=[CH:17][CH:16]=[CH:15][CH:14]=1.N1CCCC1>CO>[CH:12](=[C:6]1/[C:7](=[O:11])[NH:8][C:9]2[C:5]/1=[CH:4][CH:3]=[C:2]([Cl:1])[CH:10]=2)/[C:13]1[CH:18]=[CH:17][CH:16]=[CH:15][CH:14]=1. Reported procedure: In a manner similar to the method described in example 1a, 6-chlorooxindole (1.0 g, 5.7 mmol) was reacted with benzaldehyde (0.6 g, 5.7 mmol) (Aldrich) and pyrrolidine (0.4 g, 5.7 mmol) in methanol to give a mixture of E- and Z-3-benzylidene-6-chloro-1,3-dihydro-indol-2-one as a yellow solid (Yield 1.5 g, 100%). The reactants are C1CC(=O)N(C1=O)OC(=O)ON2C(=O)CCC2=O (N,N′-Disuccinimidylcarbonate), NC1=CC=C(C=C1)NC(=O)NCCNC(=O)OC(C)(C)C (N-(4-aminophenyl)({2-[(tert-butoxy)carbonyl-amino]ethyl}amino)carboxamide). Run in CC#N (CH3CN). Product: C(C)(C)(C)OC(=O)NCCNC(=O)NC1=CC=C(C=C1)NC(=O)ON1C(CCC1=O)=O (({2-[(tert-butoxy)carbonylamino]ethyl}amino)-N-{4-[(2,5-dioxoazolidinyloxy)carbonylamino]phenyl}carboxamide). As a reaction SMILES: C1C(=O)N(O[C:9]([O:11][N:12]2[C:17](=[O:18])[CH2:16][CH2:15][C:13]2=[O:14])=[O:10])C(=O)C1.[NH2:19][C:20]1[CH:25]=[CH:24][C:23]([NH:26][C:27]([NH:29][CH2:30][CH2:31][NH:32][C:33]([O:35][C:36]([CH3:39])([CH3:38])[CH3:37])=[O:34])=[O:28])=[CH:22][CH:21]=1>CC#N>[C:36]([O:35][C:33]([NH:32][CH2:31][CH2:30][NH:29][C:27]([NH:26][C:23]1[CH:24]=[CH:25][C:20]([NH:19][C:9]([O:11][N:12]2[C:13](=[O:14])[CH2:15][CH2:16][C:17]2=[O:18])=[O:10])=[CH:21][CH:22]=1)=[O:28])=[O:34])([CH3:39])([CH3:37])[CH3:38]. Procedure details: N,N′-Disuccinimidylcarbonate (5.49 g, 21.44 mmol, 1.1 eq) is added at room temperature to a stirred solution of N-(4-aminophenyl)({2-[(tert-butoxy)carbonyl-amino]ethyl}amino)carboxamide (6.75 g, 19.49 mmol, 1.0 eq) in CH3CN (350 mL). The reactants are C(C=C)(=O)OCCCO (3-hydroxypropyl acrylate), Formula 3b, S1C=CC=C1 (thiophene), O1CCCC1 (Tetrahydrofuran). Reaction conditions: temperature 70 celsius, time 24 hour. The product is C12C(CC(C=C1)S2)C(=O)OCCCO (3-hydroxypropyl 7-thiabicyclo[2.2.1]hept-5-ene-2-carboxylate). Reaction SMILES: [C:1]([O:5][CH2:6][CH2:7][CH2:8][OH:9])(=[O:4])[CH:2]=[CH2:3].[S:10]1C=CC=C1.O1[CH2:19][CH2:18][CH2:17][CH2:16]1>>[CH:3]12[S:10][CH:17]([CH:18]=[CH:19]1)[CH2:16][CH:2]2[C:1]([O:5][CH2:6][CH2:7][CH2:8][OH:9])=[O:4]. Procedure: Tetrahydrofuran solvent (500 g), 3-hydroxypropyl acrylate (1.2 mole) of Chemical Formula 3b below, and thiophene (1.0 mole) are introduced to a 2-liter flask, and the mixture is stirred at 70° C. for 24 hours. After the reaction is completed, the solvent and excess amount of 3-hydroxypropyl acrylate were removed by using a rotary evaporator. The residue is distilled in vacuo to obtain pure 3-hydroxypropyl 7-thiabicyclo[2.2.1]hept-5-ene-2-carboxylate represented by Chemical Formula 109 (yield: 80... Reactants: Cl.C1(=CC=CC2=CC=CC=C12)CCN (N-[2-(1-naphthyl)ethyl]amine hydrochloride), C([O-])([O-])=O.[K+].[K+] (potassium carbonate), C1(CCC1)C(=O)Cl (cyclobutanecarbonyl chloride). Run in O.C(Cl)(Cl)Cl (water chloroform). Yields the product C1(=CC=CC2=CC=CC=C12)CCNC(=O)C1CCC1 (N-[2-(1-naphthyl)ethyl]cyclobutanecarboxamide). As a reaction SMILES: Cl.[C:2]1([CH2:12][CH2:13][NH2:14])[C:11]2[C:6](=[CH:7][CH:8]=[CH:9][CH:10]=2)[CH:5]=[CH:4][CH:3]=1.C(=O)([O-])[O-].[K+].[K+].[CH:21]1([C:25](Cl)=[O:26])[CH2:24][CH2:23][CH2:22]1>O.C(Cl)(Cl)Cl>[C:2]1([CH2:12][CH2:13][NH:14][C:25]([CH:21]2[CH2:24][CH2:23][CH2:22]2)=[O:26])[C:11]2[C:6](=[CH:7][CH:8]=[CH:9][CH:10]=2)[CH:5]=[CH:4][CH:3]=1 |f:0.1,2.3.4,6.7|. Procedure details: 0.01 mol of N-[2-(1-naphthyl)ethyl]amine hydrochloride is dissolved in a water/chloroform (40: 60; vol/vol ) mixture, and 0.02 mol of potassium carbonate is then added with magnetic stirring. The reaction mixture is cooled in an ice bath, and 0.01 mol of cyclobutanecarbonyl chloride is then added dropwise with magnetic stirring. The reactants are ClC=1C(=NN(C1SC)C)C1=C(C=C(C(=C1)S(=O)(=O)Cl)Cl)Cl (4-chloro-3-(5-chlorosulfonyl-2,4-dichlorophenyl)-1-methyl-5-methylthio-1H-pyrazole). The reagents and catalysts are [Zn] (zinc). Solvent: C(C)(=O)O (acetic acid). Yields the product ClC=1C(=NN(C1SC)C)C1=C(C=C(C(=C1)S)Cl)Cl (4-chloro-3-(2,4-dichloro-5-mercaptophenyl)-1-methyl-5-methylthio-1H-pyrazole). Yield: 89.1%. As a reaction SMILES: [Cl:1][C:2]1[C:3]([C:10]2[CH:15]=[C:14]([S:16](Cl)(=O)=O)[C:13]([Cl:20])=[CH:12][C:11]=2[Cl:21])=[N:4][N:5]([CH3:9])[C:6]=1[S:7][CH3:8]>[Zn].C(O)(=O)C>[Cl:1][C:2]1[C:3]([C:10]2[CH:15]=[C:14]([SH:16])[C:13]([Cl:20])=[CH:12][C:11]=2[Cl:21])=[N:4][N:5]([CH3:9])[C:6]=1[S:7][CH3:8]. Procedure: A mixture of 4-chloro-3-(5-chlorosulfonyl-2,4-dichlorophenyl)-1-methyl-5-methylthio-1H-pyrazole (7.71 g, 19 mmoles), 80 ml glacial acetic acid, and zinc dust (24.8 g, 380 mmoles) was subjected to reaction under reflux for 3.5 hours. The resulting solution was poured into ice-cold water, and the objective product was extracted with ethyl acetate. The extract solution was washed with water, dehydrated, and concentrated, giving the title compound (5.75 g) as oily matter, yield 89.1%. Reaction SMILES: [CH3:1][N:2]1[C:7]2=[N:8][C:9]([C:14]([O:16]CC)=O)=[C:10]([OH:13])[C:11](=[O:12])[N:6]2[CH2:5][C:4](=[O:19])[N:3]1[CH3:20].[F:21][C:22]1[CH:29]=[CH:28][C:25]([CH2:26][NH2:27])=[CH:24][C:23]=1[CH3:30]>>[F:21][C:22]1[CH:29]=[CH:28][C:25]([CH2:26][NH:27][C:14]([C:9]2[N:8]=[C:7]3[N:6]([C:11](=[O:12])[C:10]=2[OH:13])[CH2:5][C:4](=[O:19])[N:3]([CH3:20])[N:2]3[CH3:1])=[O:16])=[CH:24][C:23]=1[CH3:30]. Reactants: intermediate 22, CN1N(C(CN2C1=NC(=C(C2=O)O)C(=O)OCC)=O)C (ethyl 1,2-dimethyl-7-hydroxy-3,6-dioxo-2,3,4,6-tetrahydro-1H-pyrimido[2,1-c][1,2,4]triazine-8-carboxylate), FC1=C(C=C(CN)C=C1)C (4-fluoro-3-methylbenzylamine). Procedure: Reaction of intermediate 22, ethyl 1,2-dimethyl-7-hydroxy-3,6-dioxo-2,3,4,6-tetrahydro-1H-pyrimido[2,1-c][1,2,4]triazine-8-carboxylate, (0.050 g, 0.177 mmol) with 4-fluoro-3-methylbenzylamine (0.10 g, 0.72 mmol) as described in the preparation of example 1 gave 0.053 g (79% yield) of the title amide as white crystals. 1HNMR 400 MHz (CDCl3) δ (ppm): 2.31 (3H, s, CH3), 3.27 (3H, s, NCH3), 3.30 (3H, s, NCH3), 4.56 (2H, d, J=5.9 Hz, NCH2), 4.67 (2H, s, CH2), 7.02 (1H, m, aromatic), 7.14 (1H, m, arom... The yield is 79.8%. The product is FC1=C(C=C(CNC(=O)C=2N=C3N(N(C(CN3C(C2O)=O)=O)C)C)C=C1)C (N-(4-Fluoro-3-methylbenzyl)-1,2-dimethyl-7-hydroxy-3,6-dioxo-2,3,4,6-tetrahydro-1H-pyrimido[2,1-c][1,2,4]triazine-8-carboxamide). Starting materials: C(C)N1C[C@@H](CCC1)CNC(=O)[C@@H]1N(CCC1)C(=O)[C@H]1N(C[C@@H](C1)O)C(CC(C1=CC=CC=C1)(C1=CC=CC=C1)C1=CC=CC=C1)=O ((2R)-N-{((3S)-1-ethyl-3-piperidyl)methyl}-1-{(2S,4R)-4-hydroxy-1-(3,3,3-triphenylpropanoyl)pyrrolidin-2-yl}carbonylpyrrolidine-2-carboxamide), C(C)I (ethyl iodide), C(Cl)(Cl)Cl (chloroform). Run at temperature 70 celsius, time 2 hour. Product: [Cl-].C(C)[N+]1(C[C@@H](CCC1)CNC(=O)[C@@H]1N(CCC1)C(=O)[C@H]1N(C[C@@H](C1)O)C(CC(C1=CC=CC=C1)(C1=CC=CC=C1)C1=CC=CC=C1)=O)CC ((3S)-1,1-diethyl-3-({({(2R)-1-({(2S,4R)-4-hydroxy-1-(3,3,3-triphenylpropanoyl)-2-pyrrolidinyl}carbonyl)-2-pyrrolidinyl}carbonyl)amino}methyl)piperidinium chloride). As a reaction SMILES: [CH2:1]([N:3]1[CH2:8][CH2:7][CH2:6][C@@H:5]([CH2:9][NH:10][C:11]([C@H:13]2[CH2:17][CH2:16][CH2:15][N:14]2[C:18]([C@@H:20]2[CH2:24][C@@H:23]([OH:25])[CH2:22][N:21]2[C:26](=[O:47])[CH2:27][C:28]([C:41]2[CH:46]=[CH:45][CH:44]=[CH:43][CH:42]=2)([C:35]2[CH:40]=[CH:39][CH:38]=[CH:37][CH:36]=2)[C:29]2[CH:34]=[CH:33][CH:32]=[CH:31][CH:30]=2)=[O:19])=[O:12])[CH2:4]1)[CH3:2].[CH2:48](I)[CH3:49].C(Cl)(Cl)[Cl:52]>>[Cl-:52].[CH2:1]([N+:3]1([CH2:48][CH3:49])[CH2:8][CH2:7][CH2:6][C@@H:5]([CH2:9][NH:10][C:11]([C@H:13]2[CH2:17][CH2:16][CH2:15][N:14]2[C:18]([C@@H:20]2[CH2:24][C@@H:23]([OH:25])[CH2:22][N:21]2[C:26](=[O:47])[CH2:27][C:28]([C:35]2[CH:40]=[CH:39][CH:38]=[CH:37][CH:36]=2)([C:41]2[CH:42]=[CH:43][CH:44]=[CH:45][CH:46]=2)[C:29]2[CH:30]=[CH:31][CH:32]=[CH:33][CH:34]=2)=[O:19])=[O:12])[CH2:4]1)[CH3:2] |f:3.4|. Procedure details: To 22 mg of (2R)-N-{((3S)-1-ethyl-3-piperidyl)methyl}-1-{(2S,4R)-4-hydroxy-1-(3,3,3-triphenylpropanoyl)pyrrolidin-2-yl}carbonylpyrrolidine-2-carboxamide, 1 ml of ethyl iodide was added at room temperature, followed by 2 hours' stirring at 70° C. The resultant reaction liquid was diluted with chloroform and the solvent was distilled off under reduced pressure. The resultant residue was dissolved in ultrapure water 0.6 ml/methanol 0.1 ml and the solution was developed on reversed phase medium-pres... The reactants are Cl.C1(CCCCC1)NC1=NC(=NC(=C1C)C)NCC1=NC=CC=C1 (N4-cyclohexyl-5,6-dimethyl-N2-(pyridin-2-ylmethyl)pyrimidine-2,4-diamine hydrochloride), FC(C=1C=CC(=NC1)CN)(F)F ({[5-(trifluoromethyl)pyridin-2-yl]methyl}amine). The product is C1(CCCCC1)NC1=NC(=NC(=C1C)C)NCC1=NC=C(C=C1)C(F)(F)F (N4-cyclohexyl-5,6-dimethyl-N2-{[5-(trifluoromethyl)pyridin-2-yl]methyl}pyrimidine-2,4-diamine). Reaction SMILES: Cl.[CH:2]1([NH:8][C:9]2[C:14]([CH3:15])=[C:13]([CH3:16])[N:12]=[C:11]([NH:17][CH2:18][C:19]3[CH:24]=[CH:23][CH:22]=[CH:21][N:20]=3)[N:10]=2)[CH2:7][CH2:6][CH2:5][CH2:4][CH2:3]1.[F:25][C:26]([F:36])([F:35])C1C=CC(CN)=NC=1>>[CH:2]1([NH:8][C:9]2[C:14]([CH3:15])=[C:13]([CH3:16])[N:12]=[C:11]([NH:17][CH2:18][C:19]3[CH:24]=[CH:23][C:22]([C:26]([F:36])([F:35])[F:25])=[CH:21][N:20]=3)[N:10]=2)[CH2:3][CH2:4][CH2:5][CH2:6][CH2:7]1 |f:0.1|. Procedure: The titled compound was synthesized according to the general procedure described for preparation of N4-cyclohexyl-5,6-dimethyl-N2-(pyridin-2-ylmethyl)pyrimidine-2,4-diamine (Example 1) using {[5-(trifluoromethyl)pyridin-2-yl]methyl}amine instead of (pyridin-2-ylmethyl)amine. The product was purified by column chromatography eluting with mixture of chloroform/ethanol/20% water solution of ammonia (200:10:1), and then the final product was washed with diethyl ether to afford the titled compound as...